Dataset: the Open Reaction Database (ORD), a public repository of structured organic reaction records. Task: describe an organic reaction: reactants, conditions, products, and yield Starting materials: OC=1C=CC=C2C=CC=NC12 (8-hydroxyquinoline), C(C)O (ethanol), C(Cl)C1CO1 (epichlorohydrin). Solvent: [Na] (sodium). Yields the product OC(COC=1C=CC=C2C=CC=NC12)CO (8-(2,3-dihydroxy)propoxyquinoline). RXN SMILES: [CH2:1]([OH:3])[CH3:2].[OH:4][C:5]1[CH:6]=[CH:7][CH:8]=[C:9]2[C:14]=1[N:13]=[CH:12][CH:11]=[CH:10]2.C(C1[O:19][CH2:18]1)Cl>[Na]>[OH:3][CH:1]([CH2:18][OH:19])[CH2:2][O:4][C:5]1[CH:6]=[CH:7][CH:8]=[C:9]2[C:14]=1[N:13]=[CH:12][CH:11]=[CH:10]2 |^1:19|. Procedure details: To 100 ml of ethanol in which 2,5 g of sodium metal had been dissolved was added 15 g of 8-hydroxyquinoline. 12 g of epichlorohydrin was then added to the resulting solution and the mixture was refluxed for 8 hours while stirring. After completion of the reaction, the precipitated material was removed by filtration, and the mother liquor was concentrated to dryness. The resulting residue was recrystallized from ethanol-water to give 16 g of 8-(2,3-dihydroxy)propoxyquinoline as colorless needle-l... The reactants are [BH4-], CCOC(=O)CC(C)=O, O=C(O)C(O)C(O)C(=O)O, Cl, [Na+], C1CCOC1. The product is CCOC(=O)CC(C)O. RXN SMILES: [BH4-:20].[C:11]([CH2:12][C:13](=[O:14])[CH3:15])(=[O:16])[O:17][CH2:18][CH3:19].[C:1]([OH:2])(=[O:3])[CH:4]([CH:5]([C:6]([OH:7])=[O:8])[OH:9])[OH:10].[ClH:22].[Na+:21].[O:23]1[CH2:24][CH2:25][CH2:26][CH2:27]1>>[C:11]([CH2:12][CH:13]([OH:14])[CH3:15])(=[O:16])[O:17][CH2:18][CH3:19]. Reported procedure: 0.24 g (1.0 mmol) of cytidine was weighed and placed in a 50 ml two-neck flask equipped with a magnetic rotor and the atmosphere in the flask was replaced with argon. The following materials were added thereinto: 4.0 ml of dimethyl sulfoxide, 1.0 ml of a 3.0 mol/l dimethyl sulfoxide solution of trifluoromethyl iodide, 0.3 ml of a 1.0 mol/l aqueous solution of iron (II) sulfate and 0.2 ml of a 30% hydrogen peroxide aqueous solution. The mixture was stirred at 40 to 50° C. for 20 minutes and then ... Yield: 24.0%. Run at temperature 45 celsius, time 20 minute. Reactants: [C@@H]1([C@H](O)[C@H](O)[C@@H](CO)O1)N1C(=O)N=C(N)C=C1 (cytidine), OO (hydrogen peroxide), FC(F)(F)I (trifluoromethyl iodide), aqueous solution. RXN SMILES: [C@@H:1]1([N:10]2[CH:17]=[CH:16][C:14]([NH2:15])=[N:13][C:11]2=[O:12])[O:9][C@H:6]([CH2:7][OH:8])[C@@H:4]([OH:5])[C@H:2]1[OH:3].[F:18][C:19](I)([F:21])[F:20].OO>S([O-])([O-])(=O)=O.[Fe+2].CS(C)=O>[F:18][C:19]([F:21])([F:20])[C:16]1[C:14]([NH2:15])=[N:13][C:11](=[O:12])[N:10]([CH:17]=1)[C@@H:1]1[O:9][C@H:6]([CH2:7][OH:8])[C@@H:4]([OH:5])[C@H:2]1[OH:3] |f:3.4|. Run in CS(=O)C (dimethyl sulfoxide), CS(=O)C (dimethyl sulfoxide). Product: FC(C=1C(=NC(N([C@H]2[C@H](O)[C@H](O)[C@@H](CO)O2)C1)=O)N)(F)F (5-trifluoromethylcytidine). Reagents/catalysts: S(=O)(=O)([O-])[O-].[Fe+2] (iron (II) sulfate). Starting materials: N1=C(C=CC2=CC=CC=C12)N1CC(C1)O (1-(quinolin-2-yl)azetidin-3-ol), C(=O)([O-])[O-].[Cs+].[Cs+] (Cs2CO3), BrC=1C=NC=CC1Cl (3-bromo-4-chloropyridine). Solvent: CN(C)C=O (DMF), O (water). Conditions: temperature 90 celsius, time 8 hour. The product is BrC=1C=NC=CC1OC1CN(C1)C1=NC2=CC=CC=C2C=C1 (2-(3-((3-Bromopyridin-4-yl)Oxy)Azetidin-1-yl) Quinoline). Yield: 61.2%. RXN SMILES: [N:1]1[C:10]2[C:5](=[CH:6][CH:7]=[CH:8][CH:9]=2)[CH:4]=[CH:3][C:2]=1[N:11]1[CH2:14][CH:13]([OH:15])[CH2:12]1.C([O-])([O-])=O.[Cs+].[Cs+].[Br:22][C:23]1[CH:24]=[N:25][CH:26]=[CH:27][C:28]=1Cl>CN(C=O)C.O>[Br:22][C:23]1[CH:24]=[N:25][CH:26]=[CH:27][C:28]=1[O:15][CH:13]1[CH2:12][N:11]([C:2]2[CH:3]=[CH:4][C:5]3[C:10](=[CH:9][CH:8]=[CH:7][CH:6]=3)[N:1]=2)[CH2:14]1 |f:1.2.3|. Procedure details: To a solution of 1-(quinolin-2-yl)azetidin-3-ol (see PREPARATION P1.2, step 1; 320 mg, 1.60 mmol) in DMF (10 mL) was added Cs2CO3 (1.04 g, 3.2 mmol) and 3-bromo-4-chloropyridine (307 mg, 1.60 mmol). The mixture was stirred at 90° C. overnight and then diluted with water (20 mL) and extracted with EtOAc (2×30 mL). The combined organic extracts were washed with water (30 mL) and brine (30 mL), dried over Na2SO4, and filtered. The filtrate was evaporated in vacuo and the residue was purified by fla... The reactants are CN1CCCCC1C1(C#N)CN(C(=O)OC(C)(C)C)C1, CO, N. Product: CN1CCCCC1C1(CN)CN(C(=O)OC(C)(C)C)C1. Reaction SMILES: [C:1](#[N:2])[C:3]1([CH:14]2[N:15]([CH3:20])[CH2:16][CH2:17][CH2:18][CH2:19]2)[CH2:4][N:5]([C:7](=[O:8])[O:9][C:10]([CH3:11])([CH3:12])[CH3:13])[CH2:6]1.[CH3:22][OH:23].[NH3:21]>>[CH2:1]([NH2:2])[C:3]1([CH:14]2[N:15]([CH3:20])[CH2:16][CH2:17][CH2:18][CH2:19]2)[CH2:4][N:5]([C:7](=[O:8])[O:9][C:10]([CH3:11])([CH3:12])[CH3:13])[CH2:6]1. The reactants are Oc1ccc(Br)cc1F, O=C([O-])[O-], CC#N, [Cl-], [K+], [K+], CCCSP(=O)([O-])OCC. Product: CCCSP(=O)(OCC)Oc1ccc(Br)cc1F. Reaction SMILES: [Br:7][c:8]1[cH:9][c:10]([F:15])[c:11]([OH:14])[cH:12][cH:13]1.[C:1](=[O:2])([O-:3])[O-:4].[CH3:27][C:28]#[N:29].[Cl-:16].[K+:5].[K+:6].[P:17](=[O:18])([O:19][CH2:20][CH3:21])([S:22][CH2:23][CH2:24][CH3:25])[O-:26]>>[Br:7][c:8]1[cH:9][c:10]([F:15])[c:11]([O:14][P:17](=[O:18])([O:19][CH2:20][CH3:21])[S:22][CH2:23][CH2:24][CH3:25])[cH:12][cH:13]1. The reactants are C(C1=CC=CC=C1)N1C(CCC1)CCl (1-benzyl-2-(chloromethyl)pyrrolidine), [C-]#N.[Na+] (NaCN). Reported procedure: Into a 3,000 ml 3-necked roundbottom flask, was placed a solution of 1-benzyl-2-(chloromethyl)pyrrolidine (150. g, 714 mmol) in N,N-dimethylformamide (1,500 ml). This was followed by the addition of a solution of NaCN (54.2 g, 834 mmol) in water (300 ml). The resulting solution was heated to reflux for 2 hours. After cooling to ambient temperature, the solution was dissolved in 6,000 ml of water. The resulting solution was extracted with ethyl acetate (3×3,000 ml) and the combined organic layers... Run in O (water), O (water), CN(C=O)C (N,N-dimethylformamide). Yields the product C(C1=CC=CC=C1)N1C(CCC1)CC#N (2-(1-benzylpyrrolidin-2-yl)acetonitrile). As a reaction SMILES: [CH2:1]([N:8]1[CH2:12][CH2:11][CH2:10][CH:9]1[CH2:13]Cl)[C:2]1[CH:7]=[CH:6][CH:5]=[CH:4][CH:3]=1.[C-:15]#[N:16].[Na+]>CN(C)C=O.O>[CH2:1]([N:8]1[CH2:12][CH2:11][CH2:10][CH:9]1[CH2:13][C:15]#[N:16])[C:2]1[CH:7]=[CH:6][CH:5]=[CH:4][CH:3]=1 |f:1.2|. The reactants are CN(C)C=O, O=Cc1ccccc1O, COC(=O)c1ccc(Cl)c([N+](=O)[O-])c1, [H-], [Na+]. Product: COC(=O)c1ccc(Oc2ccccc2C=O)c([N+](=O)[O-])c1. RXN SMILES: [CH3:26][N:27]([CH3:28])[CH:29]=[O:30].[CH:3](=[O:4])[c:5]1[cH:6][cH:7][cH:8][cH:9][c:10]1[OH:11].[Cl:12][c:13]1[c:14]([N+:23](=[O:24])[O-:25])[cH:15][c:16]([C:17](=[O:18])[O:19][CH3:20])[cH:21][cH:22]1.[H-:1].[Na+:2]>>[CH:3](=[O:4])[c:5]1[cH:6][cH:7][cH:8][cH:9][c:10]1[O:11][c:13]1[c:14]([N+:23](=[O:24])[O-:25])[cH:15][c:16]([C:17](=[O:18])[O:19][CH3:20])[cH:21][cH:22]1. Starting materials: COC=1C=C2C=CC(=C(C2=CC1)C(C1=CC=C(C=C1)OCCN1CCCCC1)=O)OS(=O)(=O)C(F)(F)F (trifluoromethanesulfonic acid 6-methoxy-1-[4-(2-piperidin-1-yl-ethoxy)-benzoyl]-naphthalen-2-yl ester), BrC1=C(C=CC(=C1F)F)F (2-bromo-1,3,4-trifluoro-benzene), OC=1C=C2C=CC(=C(C2=CC1)C(=O)C1=CC=C(C=C1)OCCN1CCCCC1)C1=C(C(=CC(=C1)F)F)F ([6-hydroxy-2-(2,3,5-trifluoro-phenyl)-naphthalen-1-yl]-[4-(2-piperidin-1-yl-ethoxy)-phenyl]-methanone). The product is COC=1C=C2C=CC(=C(C2=CC1)C(=O)C1=CC=C(C=C1)OCCN1CCCCC1)C1=C(C(=CC=C1F)F)F ([6-Methoxy-2-(2,3,6-trifluoro-phenyl)-naphthalen-1-yl]-[4-(2-piperidin-1-yl-ethoxy)-phenyl]-methanone). The yield is 45.1%. As a reaction SMILES: [CH3:1][O:2][C:3]1[CH:4]=[C:5]2[C:10](=[CH:11][CH:12]=1)[C:9]([C:13](=[O:29])[C:14]1[CH:19]=[CH:18][C:17]([O:20][CH2:21][CH2:22][N:23]3[CH2:28][CH2:27][CH2:26][CH2:25][CH2:24]3)=[CH:16][CH:15]=1)=[C:8](OS(C(F)(F)F)(=O)=O)[CH:7]=[CH:6]2.Br[C:39]1[C:44]([F:45])=[C:43]([F:46])[CH:42]=[CH:41][C:40]=1[F:47].OC1C=C2C(=CC=1)C(C(C1C=CC(OCCN3CCCCC3)=CC=1)=O)=C(C1C=C(F)C=C(F)C=1F)C=C2>>[CH3:1][O:2][C:3]1[CH:4]=[C:5]2[C:10](=[CH:11][CH:12]=1)[C:9]([C:13]([C:14]1[CH:19]=[CH:18][C:17]([O:20][CH2:21][CH2:22][N:23]3[CH2:24][CH2:25][CH2:26][CH2:27][CH2:28]3)=[CH:16][CH:15]=1)=[O:29])=[C:8]([C:39]1[C:40]([F:47])=[CH:41][CH:42]=[C:43]([F:46])[C:44]=1[F:45])[CH:7]=[CH:6]2. Procedure details: Couple trifluoromethanesulfonic acid 6-methoxy-1-[4-(2-piperidin-1-yl-ethoxy)-benzoyl]-naphthalen-2-yl ester (1.81 g, 3.37 mmol) with 2-bromo-1,3,4-trifluoro-benzene (1.42 g, 6.75 mmol) in a procedure similar to the preparation of [6-hydroxy-2-(2,3,5-trifluoro-phenyl)-naphthalen-1-yl]-[4-(2-piperidin-1-yl-ethoxy)-phenyl]-methanone to give 0.79 g (45%) of the title compound: mass spectrum (ion spray): m/z=520.3 (M+1).